From a dataset of the Open Reaction Database (ORD), a public repository of structured organic reaction records. describe an organic reaction: reactants, conditions, products, and yield The reactants are O=C(c1ccc(Br)cn1)N1CCOCC1, COc1ccc(CN(Cc2ccc(OC)cc2)c2ncc(-c3nc(N4CCOCC4)nc4c3CCN4)cn2)cc1. Yields the product COc1ccc(CN(Cc2ccc(OC)cc2)c2ncc(-c3nc(N4CCOCC4)nc4c3CCN4c3ccc(C(=O)N4CCOCC4)nc3)cn2)cc1. As a reaction SMILES: [Br:41][c:42]1[cH:43][cH:44][c:45]([C:48](=[O:49])[N:50]2[CH2:51][CH2:52][O:53][CH2:54][CH2:55]2)[n:46][cH:47]1.[CH3:1][O:2][c:3]1[cH:4][cH:5][c:6]([CH2:7][N:8]([c:9]2[n:10][cH:11][c:12](-[c:15]3[c:16]4[c:17]([n:18][c:19]([N:21]5[CH2:22][CH2:23][O:24][CH2:25][CH2:26]5)[n:20]3)[NH:27][CH2:28][CH2:29]4)[cH:13][n:14]2)[CH2:30][c:31]2[cH:32][cH:33][c:34]([O:37][CH3:38])[cH:35][cH:36]2)[cH:39][cH:40]1>>[CH3:1][O:2][c:3]1[cH:4][cH:5][c:6]([CH2:7][N:8]([c:9]2[n:10][cH:11][c:12](-[c:15]3[c:16]4[c:17]([n:18][c:19]([N:21]5[CH2:22][CH2:23][O:24][CH2:25][CH2:26]5)[n:20]3)[N:27]([c:42]3[cH:43][cH:44][c:45]([C:48](=[O:49])[N:50]5[CH2:51][CH2:52][O:53][CH2:54][CH2:55]5)[n:46][cH:47]3)[CH2:28][CH2:29]4)[cH:13][n:14]2)[CH2:30][c:31]2[cH:32][cH:33][c:34]([O:37][CH3:38])[cH:35][cH:36]2)[cH:39][cH:40]1. Starting materials: C(C)(C)(C)OC(=O)N1N=CC2=C(C(=C(C=C12)OC)NS(=O)(=O)C1CC1)NC1=C(C=C(C=C1)I)F (5-cyclopropanesulfonylamino-4-(2-fluoro-4-iodo-phenylamino)-6-methoxy-indazole-1-carboxylic acid tert-butyl ester), C(=O)(C(F)(F)F)O (TFA). Run in C(Cl)Cl (DCM). Reaction conditions: time 1 hour. Product: FC1=C(C=CC(=C1)I)NC1=C2C=NNC2=CC(=C1NS(=O)(=O)C1CC1)OC (Cyclopropanesulfonic acid [4-(2-fluoro-4-iodo-phenylamino)-6-methoxy-1H-indazol-5-yl]-amide). The yield is 56.4%. Reaction SMILES: C(OC([N:8]1[C:16]2[C:11](=[C:12]([NH:26][C:27]3[CH:32]=[CH:31][C:30]([I:33])=[CH:29][C:28]=3[F:34])[C:13]([NH:19][S:20]([CH:23]3[CH2:25][CH2:24]3)(=[O:22])=[O:21])=[C:14]([O:17][CH3:18])[CH:15]=2)[CH:10]=[N:9]1)=O)(C)(C)C.C(O)(C(F)(F)F)=O>C(Cl)Cl>[F:34][C:28]1[CH:29]=[C:30]([I:33])[CH:31]=[CH:32][C:27]=1[NH:26][C:12]1[C:13]([NH:19][S:20]([CH:23]2[CH2:24][CH2:25]2)(=[O:22])=[O:21])=[C:14]([O:17][CH3:18])[CH:15]=[C:16]2[C:11]=1[CH:10]=[N:9][NH:8]2. Reported procedure: A solution of 5-cyclopropanesulfonylamino-4-(2-fluoro-4-iodo-phenylamino)-6-methoxy-indazole-1-carboxylic acid tert-butyl ester (217 mg, 0.36 mmol) in DCM (5 mL) was treated with TFA (2 mL) and the reaction mixture stirred at room temperature for 1 hour. The reaction mixture was concentrated in vacuo and the residue triturated with diethyl ether to give the title compound as an off-white solid (102 mg, 52%). LCMS (method A): RT=10.17 [M+H]+=503. 1H NMR (DMSO-d6, 400 MHz): 12.92 (1 H, s), 8.72 (1... Starting materials: BrCCCOc1ccc(-c2csc3ccccc23)cc1, O=C([O-])[O-], CC#N, NCc1ccccc1F, [K+], [K+]. The product is Fc1ccccc1CNCCCOc1ccc(-c2csc3ccccc23)cc1. As a reaction SMILES: [Br:1][CH2:2][CH2:3][CH2:4][O:5][c:6]1[cH:7][cH:8][c:9](-[c:12]2[c:13]3[c:14]([s:15][cH:16]2)[cH:17][cH:18][cH:19][cH:20]3)[cH:10][cH:11]1.[C:30](=[O:31])([O-:32])[O-:33].[CH3:36][C:37]#[N:38].[F:21][c:22]1[c:23]([CH2:24][NH2:25])[cH:26][cH:27][cH:28][cH:29]1.[K+:34].[K+:35]>>[CH2:2]([CH2:3][CH2:4][O:5][c:6]1[cH:7][cH:8][c:9](-[c:12]2[c:13]3[c:14]([s:15][cH:16]2)[cH:17][cH:18][cH:19][cH:20]3)[cH:10][cH:11]1)[NH:25][CH2:24][c:23]1[c:22]([F:21])[cH:29][cH:28][cH:27][cH:26]1.